From a dataset of the Open Reaction Database (ORD), a public repository of structured organic reaction records. describe an organic reaction: reactants, conditions, products, and yield The reactants are COC=O (formic acid methyl ester), COC(OC)OC (trimethylorthoformate), O=C1CC(CC1)C(=O)O (3-oxocyclopentanecarboxylic acid), O.C1(=CC=C(C=C1)S(=O)(=O)O)C (p-toluene sulfonic acid hydrate), C[O-].[Na+] (sodium methylate). Run in CO (methanol), CO (methanol). Conditions: temperature 10 celsius. Yields the product COC(=O)C1CC(CC1)=O (Racemic methyl-3-oxocyclopentanecarboxylate). Reaction SMILES: CO[CH:3]([O:6][CH3:7])[O:4]C.[O:8]=[C:9]1[CH2:13][CH2:12][CH:11](C(O)=O)[CH2:10]1.O.C1(C)C=CC(S(O)(=O)=O)=CC=1.COC=O.C[O-].[Na+]>CO>[CH3:7][O:6][C:3]([CH:11]1[CH2:12][CH2:13][C:9](=[O:8])[CH2:10]1)=[O:4] |f:2.3,5.6|. Reported procedure: 318.36 g (3 mol) of trimethylorthoformate are added gradually to a solution of 128.2 g (1 mol) of nonracemic 3-oxocyclopentanecarboxylic acid and 11.4 g (0.06 mol) of p-toluene sulfonic acid hydrate in 380 ml of methanol within 5-10 minutes while stirring, The mixture is heated and during 25 minutes a mixture of formic acid methyl ester and methanol is distilled off (about 185 g of distillate), Thereafter 29 g of 30% sodium methylate solution (0.16 mol) are added and the reaction mixture is kept... The reactants are CCCCO, Clc1nc(Cl)c2[nH]cnc2n1, NCc1ccc(-c2ccccn2)cc1. Product: Clc1nc(NCc2ccc(-c3ccccn3)cc2)c2[nH]cnc2n1. As a reaction SMILES: [CH2:26]([OH:27])[CH2:28][CH2:29][CH3:30].[Cl:15][c:16]1[n:17][c:18]([Cl:25])[c:19]2[nH:20][cH:21][n:22][c:23]2[n:24]1.[n:1]1[c:2](-[c:7]2[cH:8][cH:9][c:10]([CH2:11][NH2:12])[cH:13][cH:14]2)[cH:3][cH:4][cH:5][cH:6]1>>[n:1]1[c:2](-[c:7]2[cH:8][cH:9][c:10]([CH2:11][NH:12][c:18]3[n:17][c:16]([Cl:15])[n:24][c:23]4[c:19]3[nH:20][cH:21][n:22]4)[cH:13][cH:14]2)[cH:3][cH:4][cH:5][cH:6]1.